Dataset: the Open Reaction Database (ORD), a public repository of structured organic reaction records. Task: describe an organic reaction: reactants, conditions, products, and yield Starting materials: COC1=CC=C(C=C1)C1=CCC(CC1)=O (4-(4-methoxy-phenyl)-cyclohex-3-enone), ketone, N1CC(C1)NC(=O)CNC(C1=CC(=CC=C1)C(F)(F)F)=O (N-(azetidin-3-ylcarbamoylmethyl)-3-trifluoromethyl-benzamide). The product is COC1=CC=C(C=C1)C1CCC(CC1)N1CC(C1)NC(=O)CNC(C1=CC(=CC=C1)C(F)(F)F)=O (N-({1-[4-(4-Methoxy-phenyl)-cyclohexyl]-azetidin-3-ylcarbamoyl}-methyl)-3-trifluoromethyl-benzamide). RXN SMILES: [CH3:1][O:2][C:3]1[CH:8]=[CH:7][C:6]([C:9]2[CH2:14][CH2:13][C:12](=O)[CH2:11][CH:10]=2)=[CH:5][CH:4]=1.[NH:16]1[CH2:19][CH:18]([NH:20][C:21]([CH2:23][NH:24][C:25](=[O:36])[C:26]2[CH:31]=[CH:30][CH:29]=[C:28]([C:32]([F:35])([F:34])[F:33])[CH:27]=2)=[O:22])[CH2:17]1>>[CH3:1][O:2][C:3]1[CH:8]=[CH:7][C:6]([CH:9]2[CH2:14][CH2:13][CH:12]([N:16]3[CH2:19][CH:18]([NH:20][C:21]([CH2:23][NH:24][C:25](=[O:36])[C:26]4[CH:31]=[CH:30][CH:29]=[C:28]([C:32]([F:35])([F:33])[F:34])[CH:27]=4)=[O:22])[CH2:17]3)[CH2:11][CH2:10]2)=[CH:5][CH:4]=1. Reported procedure: The title compounds were prepared as white solids from the hydrogenation of 4-(4-methoxy-phenyl)-cyclohex-3-enone (as prepared in the previous step) followed by reductive amination of the corresponding ketone with N-(azetidin-3-ylcarbamoylmethyl)-3-trifluoromethyl-benzamide (as prepared in step B of Example 4) using the procedures described in Step C of Example 5 and Step C of Example 4. Starting materials: C1=CC=CC=2C(C3=C(CCC21)C=CC=C3)=CC3=CC=C(C=C3)N (4-(10,11-dihydro-dibenzo[a,d]cyclohepten-5-ylidenemethyl)-phenylamine), CC(C)S(=O)(=O)Cl (2-propanesulfonyl chloride). Yields the product C1=CC=CC=2C(C3=C(CCC21)C=CC=C3)=CC3=CC=C(C=C3)NS(=O)(=O)C(C)C (Propane-2-sulfonic acid [4-(10,11-dihydro-dibenzo[a,d]cyclohepten-5-ylidenemethyl)-phenyl]-amide). As a reaction SMILES: [CH:1]1[C:11]2[CH2:10][CH2:9][C:8]3[CH:12]=[CH:13][CH:14]=[CH:15][C:7]=3[C:6](=[CH:16][C:17]3[CH:22]=[CH:21][C:20]([NH2:23])=[CH:19][CH:18]=3)[C:5]=2[CH:4]=[CH:3][CH:2]=1.[CH3:24][CH:25]([S:27](Cl)(=[O:29])=[O:28])[CH3:26]>>[CH:1]1[C:11]2[CH2:10][CH2:9][C:8]3[CH:12]=[CH:13][CH:14]=[CH:15][C:7]=3[C:6](=[CH:16][C:17]3[CH:22]=[CH:21][C:20]([NH:23][S:27]([CH:25]([CH3:26])[CH3:24])(=[O:29])=[O:28])=[CH:19][CH:18]=3)[C:5]=2[CH:4]=[CH:3][CH:2]=1. Procedure details: Following procedures essentially as described in Example 90, 4-(10,11-dihydro-dibenzo[a,d]cyclohepten-5-ylidenemethyl)-phenylamine (100 mg, 0.336 mmol) and 2-propanesulfonyl chloride (144 mg, 1.01 mmol) affords the title compound. MS (ES) 426 (M+Na), 402 (M−H); HPLC shows 93% purity. The reactants are ClC1=CC=C2C(N(C(=NC2=C1)C(C(=O)N(C)C)N(CCCNC(OC(C)(C)C)=O)C(C1=CC=C(C=C1)C)=O)CC1=CC(=CC=C1)C)=O (tert-butyl 3-[[1-[7-chloro-3-(3-methylbenzyl)-4-oxo-3,4-dihydroquinazolin-2-yl]-2-(dimethylamino)-2-oxoethyl](4-methylbenzoyl)amino]propylcarbamate), solution, FC(C(=O)O)(F)F (trifluoroacetic acid). The solvent is C(Cl)Cl (methylene chloride). Conditions: time 2 hour. Yields the product NCCCN(C(C1=CC=C(C=C1)C)=O)C(C(=O)N(C)C)C1=NC2=CC(=CC=C2C(N1CC1=CC(=CC=C1)C)=O)Cl (N-(3-aminopropyl)-N-[1-[7-chloro-3-(3-methylbenzyl)-4-oxo-3,4-dihydroquinazolin-2-yl]-2-(dimethylamino)-2-oxoethyl]-4-methylbenzamide). As a reaction SMILES: [Cl:1][C:2]1[CH:11]=[C:10]2[C:5]([C:6](=[O:47])[N:7]([CH2:39][C:40]3[CH:45]=[CH:44][CH:43]=[C:42]([CH3:46])[CH:41]=3)[C:8]([CH:12]([N:18]([C:30](=[O:38])[C:31]3[CH:36]=[CH:35][C:34]([CH3:37])=[CH:33][CH:32]=3)[CH2:19][CH2:20][CH2:21][NH:22]C(=O)OC(C)(C)C)[C:13]([N:15]([CH3:17])[CH3:16])=[O:14])=[N:9]2)=[CH:4][CH:3]=1.FC(F)(F)C(O)=O>C(Cl)Cl>[NH2:22][CH2:21][CH2:20][CH2:19][N:18]([CH:12]([C:8]1[N:7]([CH2:39][C:40]2[CH:45]=[CH:44][CH:43]=[C:42]([CH3:46])[CH:41]=2)[C:6](=[O:47])[C:5]2[C:10](=[CH:11][C:2]([Cl:1])=[CH:3][CH:4]=2)[N:9]=1)[C:13]([N:15]([CH3:16])[CH3:17])=[O:14])[C:30](=[O:38])[C:31]1[CH:32]=[CH:33][C:34]([CH3:37])=[CH:35][CH:36]=1. Procedure: To a solution of tert-butyl 3-[[1-[7-chloro-3-(3-methylbenzyl)-4-oxo-3,4-dihydroquinazolin-2-yl]-2-(dimethylamino)-2-oxoethyl](4-methylbenzoyl)amino]propylcarbamate, was added 20% solution of trifluoroacetic acid in methylene chloride at room temperature. The reaction mixture was stirred at room temperature for 2 h. The solvent was removed under reduced pressure. The crude product was purified by reverse phase HPLC to give N-(3-aminopropyl)-N-[1-[7-chloro-3-(3-methylbenzyl)-4-oxo-3,4-dihydroquin...